From a dataset of the Open Reaction Database (ORD), a public repository of structured organic reaction records. describe an organic reaction: reactants, conditions, products, and yield Reactants: NCC(=O)OC (methyl glycinate), ClC(C(=O)OC)=C (methyl α-chloroacrylate), [Na] (sodium). Yields the product OC1=C(NC=C1)C(=O)OC (Methyl 3-hydroxy-1H-pyrrole-2-carboxylate). RXN SMILES: [NH2:1][CH2:2][C:3]([O:5][CH3:6])=[O:4].Cl[C:8](=[CH2:13])[C:9](OC)=[O:10].[Na]>>[OH:10][C:9]1[CH:8]=[CH:13][NH:1][C:2]=1[C:3]([O:5][CH3:6])=[O:4] |^1:13|. Procedure: Prepared by the method described in Example 101 from methyl glycinate (22 g, 0.25 moles), methyl α-chloroacrylate (29.8 g, 0.25 moles), and sodium (17 g, 0.74 moles). Following filtration through silica gel and evaporation of the filtrate, the product is obtained pure and crystalline (18.6 g ; mp 100°-102° C.